From a dataset of the Open Reaction Database (ORD), a public repository of structured organic reaction records. describe an organic reaction: reactants, conditions, products, and yield Reactants: N#N (N2), CC1(OCCO1)C1=CN=C(S1)CN1N=CC(=C1)[N+](=O)[O-] (5-(2-methyl-[1,3]dioxolan-2-yl)-2-(4-nitro-pyrazol-1-ylmethyl)-thiazole), [NH4+].[Cl-] (NH4Cl). Reagents/catalysts: [Fe] (iron). Solvent: CCO (EtOH), O (water). Conditions: temperature 75 celsius, time 60 minute. Product: CC1(OCCO1)C1=CN=C(S1)CN1N=CC(=C1)N (1-[5-(2-Methyl-[1,3]dioxolan-2-yl)-thiazol-2-ylmethyl]-1H-pyrazol-4-ylamine). Reaction SMILES: N#N.[CH3:3][C:4]1([C:9]2[S:13][C:12]([CH2:14][N:15]3[CH:19]=[C:18]([N+:20]([O-])=O)[CH:17]=[N:16]3)=[N:11][CH:10]=2)[O:8][CH2:7][CH2:6][O:5]1.[NH4+].[Cl-]>CCO.O.[Fe]>[CH3:3][C:4]1([C:9]2[S:13][C:12]([CH2:14][N:15]3[CH:19]=[C:18]([NH2:20])[CH:17]=[N:16]3)=[N:11][CH:10]=2)[O:8][CH2:7][CH2:6][O:5]1 |f:2.3|. Procedure: In a flame dried round-bottomed flask equipped with a magnetic stir bar and under inert atmosphere (N2), a solution of 5-(2-methyl-[1,3]dioxolan-2-yl)-2-(4-nitro-pyrazol-1-ylmethyl)-thiazole (490 mg, 1.65 mmol), iron powder (280 mg, 4.96 mmol) and NH4Cl (447 mg, 8.27 mmol) in a mixture of EtOH (3.0 mL) and water (1.5 mL) was stirred at 75° C. for 60 min. The reaction mixture was filtered while hot and concentrated under reduced pressure. CH2Cl2 (10 mL) was added followed by 1N NaOH (10 mL). The ... The reactants are CC1(CCC(C=2C=CC(=CC12)C#CC1=CC=C(C(=O)O)C=C1)=O)C (4-[(5,6,7,8-tetrahydro-8,8-dimethyl-5-oxonaphth-2-yl)ethynyl]benzoic acid), CC1(CCC(C=2C=CC(=CC12)C#CC1=CC=C(C(=O)O)C=C1)=O)C (4-[(5,6,7,8-tetrahydro-8,8-dimethyl-5-oxonaphth-2-yl)ethynyl]benzoic acid), CC1(CCC(C=2C=C(C=CC12)C#CC1=NC=C(C(=O)OCC)C=C1)=O)C (ethyl 6-[(5,6,7,8-tetrahydro-8,8-dimethyl-5-oxonaphth-3-yl)ethynyl]nicotinate), CC1(CCC(C=2C=C(C=CC12)CCC1=NC=C(C(=O)OCC)C=C1)=O)C (Ethyl 6-[(5,6,7,8-tetrahydro-8,8-dimethyl-5-oxonaphth-3-yl)ethyl]nicotinate). Product: CC1(CCC(C=2C=C(C=CC12)C#CC1=NC=C(C(=O)O)C=C1)=O)C (6-[(5,6,7,8-tetrahydro-8,8-dimethyl-5-oxonaphth-3-yl)ethynyl]nicotinic acid). As a reaction SMILES: CC1(C)C2C=C(C#CC3C=CC(C(O)=O)=CC=3)C=CC=2C(=O)CC1.[CH3:25][C:26]1([CH3:50])[C:35]2[CH:34]=[CH:33][C:32]([C:36]#[C:37][C:38]3[CH:48]=[CH:47][C:41]([C:42]([O:44]CC)=[O:43])=[CH:40][N:39]=3)=[CH:31][C:30]=2[C:29](=[O:49])[CH2:28][CH2:27]1.CC1(C)C2C=CC(CCC3C=CC(C(OCC)=O)=CN=3)=CC=2C(=O)CC1>>[CH3:25][C:26]1([CH3:50])[C:35]2[CH:34]=[CH:33][C:32]([C:36]#[C:37][C:38]3[CH:48]=[CH:47][C:41]([C:42]([OH:44])=[O:43])=[CH:40][N:39]=3)=[CH:31][C:30]=2[C:29](=[O:49])[CH2:28][CH2:27]1. Reported procedure: Employing the same general procedure as for the preparation of 4-[[5,6,7,8-tetrahydro-8,8-dimethyl-5-oxonaphth-2-yl]ethynyl]benzoic acid (Compound 7), 300 mg (0.86 mmol ) of ethyl 6-[(5,6,7,8-tetrahydro-8,8-dimethyl-5-oxonaphth-3-yl)ethynyl]nicotinate (Compound 3) was converted into the title compound (pale yellow solid) using 8.6 ml (8.6 mmol) of LiOH (1M aqueous solution). The reactants are NC1=CC=C(C=C1)N(C(=O)C1N(CCN(C1)C1=CC=C(C=C1)OCC)CC1=CC=CC=C1)CCOC (N-(4-aminophenyl)-4-(4-ethoxyphenyl)-N-(2-methoxyethyl)-1-(phenylmethyl)-2-piperazinecarboxamide), O=CC(O)CO (glyceraldehyde), C(C)=O (acetaldehyde), [OH-].[NH4+] (ammonium hydroxide). The product is C(C)OC1=CC=C(C=C1)N1CC(N(CC1)CC1=CC=CC=C1)C(=O)N(C1=CC=C(C=C1)N1C(=NC=C1)C)CCOC (4-(4-Ethoxyphenyl)-N-(2-methoxyethyl)-N-[4-(2-methyl-1H-imidazol-1-yl)phenyl]-1-(phenylmethyl)-2-piperazinecarboxamide). Reaction SMILES: [NH2:1][C:2]1[CH:7]=[CH:6][C:5]([N:8]([CH2:33][CH2:34][O:35][CH3:36])[C:9]([CH:11]2[CH2:16][N:15]([C:17]3[CH:22]=[CH:21][C:20]([O:23][CH2:24][CH3:25])=[CH:19][CH:18]=3)[CH2:14][CH2:13][N:12]2[CH2:26][C:27]2[CH:32]=[CH:31][CH:30]=[CH:29][CH:28]=2)=[O:10])=[CH:4][CH:3]=1.O=C[CH:39]([CH2:41]O)O.[CH:43](=O)[CH3:44].[OH-].[NH4+:47]>>[CH2:24]([O:23][C:20]1[CH:21]=[CH:22][C:17]([N:15]2[CH2:14][CH2:13][N:12]([CH2:26][C:27]3[CH:28]=[CH:29][CH:30]=[CH:31][CH:32]=3)[CH:11]([C:9]([N:8]([CH2:33][CH2:34][O:35][CH3:36])[C:5]3[CH:4]=[CH:3][C:2]([N:1]4[CH:44]=[CH:43][N:47]=[C:41]4[CH3:39])=[CH:7][CH:6]=3)=[O:10])[CH2:16]2)=[CH:18][CH:19]=1)[CH3:25] |f:3.4|. Procedure: In a manner similar to Preparation 34, react N-(4-aminophenyl)-4-(4-ethoxyphenyl)-N-(2-methoxyethyl)-1-(phenylmethyl)-2-piperazinecarboxamide with glyceraldehyde, acetaldehyde and ammonium hydroxide to obtain the title compound. Reactants: CN1C(=NC=C1)COC=1C=C(C=C2C=C(NC12)C=1SC(CN1)CC(=O)O)OC1=CC=C(C=C1)S(=O)(=O)C ((2-{7-[(1-methyl-1H-imidazol-2-yl)methoxy]-5-[4-(methylsulfonyl)phenoxy]-1H-indol-2-yl}-4,5-dihydro-1,3-thiazol-5-yl)acetic acid), Cl.CN(CCCN=C=NCC)C (3-(dimethylamino)propyl-3-ethylcarbodiimide hydrochloride), [NH4+].ON1N=NC2=C1C=CC=C2 (1-hydroxybenzotriazole ammonium salt), CN(C=O)C (N,N-dimethylformamide). Run in C(C)(=O)OCC (ethyl acetate), CO (methanol). Reaction conditions: time 5 hour. The product is CN1C(=NC=C1)COC=1C=C(C=C2C=C(NC12)C=1SC(CN1)CC(=O)N)OC1=CC=C(C=C1)S(=O)(=O)C (2-(2-{7-[(1-Methyl-1H-imidazol-2-yl)methoxy]-5-[4-(methylsulfonyl)phenoxy]-1H-indol-2-yl}-4,5-dihydro-1,3-thiazol-5-yl)acetamide). Yield: 23.9%. RXN SMILES: [CH3:1][N:2]1[CH:6]=[CH:5][N:4]=[C:3]1[CH2:7][O:8][C:9]1[CH:10]=[C:11]([O:27][C:28]2[CH:33]=[CH:32][C:31]([S:34]([CH3:37])(=[O:36])=[O:35])=[CH:30][CH:29]=2)[CH:12]=[C:13]2[C:17]=1[NH:16][C:15]([C:18]1[S:19][CH:20]([CH2:23][C:24]([OH:26])=O)[CH2:21][N:22]=1)=[CH:14]2.Cl.C[N:40](C)CCCN=C=NCC.[NH4+].ON1C2C=CC=CC=2N=N1.CN(C)C=O>C(OCC)(=O)C.CO>[CH3:1][N:2]1[CH:6]=[CH:5][N:4]=[C:3]1[CH2:7][O:8][C:9]1[CH:10]=[C:11]([O:27][C:28]2[CH:33]=[CH:32][C:31]([S:34]([CH3:37])(=[O:35])=[O:36])=[CH:30][CH:29]=2)[CH:12]=[C:13]2[C:17]=1[NH:16][C:15]([C:18]1[S:19][CH:20]([CH2:23][C:24]([NH2:40])=[O:26])[CH2:21][N:22]=1)=[CH:14]2 |f:1.2,3.4|. Reported procedure: A mixture of (2-{7-[(1-methyl-1H-imidazol-2-yl)methoxy]-5-[4-(methylsulfonyl)phenoxy]-1H-indol-2-yl}-4,5-dihydro-1,3-thiazol-5-yl)acetic acid (210 mg), 1-[3-(dimethylamino)propyl-3-ethylcarbodiimide hydrochloride (150 mg), 1-hydroxybenzotriazole ammonium salt (118 mg) and N,N-dimethylformamide was stirred at room temperature for 5 hr. The reaction solution was concentrated under reduced pressure, water was added to the residue, and the mixture was washed with diisopropyl ether. Sodium chloride w... Reactants: O.NN (hydrazine hydrate), ClC1=C(C=C(C(=O)C2=CC=CC=C2)C=C1)[N+](=O)[O-] (4-chloro-3-nitrobenzophenone). Run in C(C)O (ethanol). Reaction conditions: time 75 minute. Yields the product C(C1=CC=CC=C1)(=O)C1=CC(=C(C=C1)NN)[N+](=O)[O-] (4-benzoyl-2-nitrophenylhydrazine). Isolated yield 75.0%. RXN SMILES: O.[NH2:2][NH2:3].Cl[C:5]1[CH:18]=[CH:17][C:8]([C:9]([C:11]2[CH:16]=[CH:15][CH:14]=[CH:13][CH:12]=2)=[O:10])=[CH:7][C:6]=1[N+:19]([O-:21])=[O:20]>C(O)C>[C:9]([C:8]1[CH:17]=[CH:18][C:5]([NH:2][NH2:3])=[C:6]([N+:19]([O-:21])=[O:20])[CH:7]=1)(=[O:10])[C:11]1[CH:16]=[CH:15][CH:14]=[CH:13][CH:12]=1 |f:0.1|. Procedure details: 20 ml of hydrazine hydrate were added to the suspension of 52.33 g of 4-chloro-3-nitrobenzophenone in 200 ml of abs. ethanol under stirring. The reaction mixture was stirred at room temperature for 75 minutes, then slowly heated to the boiling point. After completion of the violent reaction, the mixture was refluxed for an additional 1 hour. After cooling down, the crystals were filtered by suction, thoroughly washed with water and dried at 80° C. Thus, 38.62 g (75%) of 4-benzoyl-2-nitrophenylhy... Starting materials: C(C)OC(=O)N1CCN(CC1)C([C@H](CC(=O)OC(C)(C)C)NC(=O)OCC1=CC=CC=C1)=O (4-((S)-2-benzyloxycarbonylamino-3-tert-butoxycarbonyl-propionyl)-piperazine-1-carboxylic acid ethyl ester). The reagents and catalysts are [Pd] (Pd/C). Run in CC(OCC)=O (EA). Product: C(C)OC(=O)N1CCN(CC1)C([C@H](CC(=O)OC(C)(C)C)N)=O (4-((S)-2-amino-3-tert-butoxycarbonyl-propionyl)-piperazine-1-carboxylic acid ethyl ester). Yield: 98.5%. RXN SMILES: [CH2:1]([O:3][C:4]([N:6]1[CH2:11][CH2:10][N:9]([C:12](=[O:33])[C@@H:13]([NH:22]C(OCC2C=CC=CC=2)=O)[CH2:14][C:15]([O:17][C:18]([CH3:21])([CH3:20])[CH3:19])=[O:16])[CH2:8][CH2:7]1)=[O:5])[CH3:2]>CC(=O)OCC.[Pd]>[CH2:1]([O:3][C:4]([N:6]1[CH2:7][CH2:8][N:9]([C:12](=[O:33])[C@@H:13]([NH2:22])[CH2:14][C:15]([O:17][C:18]([CH3:20])([CH3:19])[CH3:21])=[O:16])[CH2:10][CH2:11]1)=[O:5])[CH3:2]. Reported procedure: 4-((S)-2-benzyloxycarbonylamino-3-tert-butoxycarbonyl-propionyl)-piperazine-1-carboxylic acid ethyl ester (3.27 g) was hydrogenated in EA (25 ml) with Pd/C (10%, 327 mg) overnight. The mixture was filtered through celite and evaporated off. HV drying afforded 2.29 g of the desired compound.